This data is from the Open Reaction Database (ORD), a public repository of structured organic reaction records. The task is: describe an organic reaction: reactants, conditions, products, and yield The reactants are C=CCN1C(=O)C(NC(=O)C(OC)C2OC(C)(C)OC(C=CC(C)(C)C)C2O)CSc2ccccc21, C1CCOC1, Cl, [Na+], [OH-]. Yields the product C=CCN1C(=O)C(NC(=O)C(OC)C(O)C(O)C(O)C=CC(C)(C)C)CSc2ccccc21. As a reaction SMILES: [CH2:1]([CH:2]=[CH2:3])[N:4]1[C:5](=[O:36])[CH:6]([NH:15][C:16]([CH:17]([O:18][CH3:19])[CH:20]2[O:21][C:22]([CH3:33])([CH3:34])[O:23][CH:24]([CH:27]=[CH:28][C:29]([CH3:30])([CH3:31])[CH3:32])[CH:25]2[OH:26])=[O:35])[CH2:7][S:8][c:9]2[c:10]1[cH:11][cH:12][cH:13][cH:14]2.[CH2:40]1[O:41][CH2:42][CH2:43][CH2:44]1.[ClH:37].[Na+:39].[OH-:38]>>[CH2:1]([CH:2]=[CH2:3])[N:4]1[C:5](=[O:36])[CH:6]([NH:15][C:16]([CH:17]([O:18][CH3:19])[CH:20]([OH:21])[CH:25]([CH:24]([OH:23])[CH:27]=[CH:28][C:29]([CH3:30])([CH3:31])[CH3:32])[OH:26])=[O:35])[CH2:7][S:8][c:9]2[c:10]1[cH:11][cH:12][cH:13][cH:14]2. The reactants are C, CC(C)(C)OC(=O)NC12CCC(F)C1CN(C(=O)OCc1ccccc1)C2, CO, [H][H], [Pd]. The product is CC(C)(C)OC(=O)NC12CCC(F)C1CNC2. Reaction SMILES: [C:32].[CH2:1]([O:2][C:3](=[O:4])[N:11]1[CH2:12][C:13]2([NH:20][C:21](=[O:22])[O:23][C:24]([CH3:25])([CH3:26])[CH3:27])[CH2:14][CH2:15][CH:16]([F:19])[CH:17]2[CH2:18]1)[c:5]1[cH:6][cH:7][cH:8][cH:9][cH:10]1.[CH3:30][OH:31].[H:28][H:29].[Pd:33]>>[NH:11]1[CH2:12][C:13]2([NH:20][C:21](=[O:22])[O:23][C:24]([CH3:25])([CH3:26])[CH3:27])[CH2:14][CH2:15][CH:16]([F:19])[CH:17]2[CH2:18]1. Starting materials: C(C1=CC=CC=C1)N(C)CC#CC1=C2C=NN=C(C2=CC=C1OC)CC1=C(C=NC=C1Cl)Cl (benzyl-{3-[1-(3,5-dichloro-pyridin-4-ylmethyl)-6-methoxy-phthalazin-5-yl]-prop-2-ynyl}-methyl-amine). Reagents/catalysts: [Pd] (Pd/C). Solvent: C1CCOC1 (THF). The product is C(C1=CC=CC=C1)N(C)CC=CC1=C2C=NN=C(C2=CC=C1OC)CC1=C(C=NC=C1Cl)Cl (Benzyl-{3-[1-(3,5-dichloro-pyridin-4-ylmethyl)6-methoxy-phthalazin-5-yl]-allyl}-methyl-amine). The yield is 60.8%. As a reaction SMILES: [CH2:1]([N:8]([CH2:10][C:11]#[C:12][C:13]1[C:22]([O:23][CH3:24])=[CH:21][CH:20]=[C:19]2[C:14]=1[CH:15]=[N:16][N:17]=[C:18]2[CH2:25][C:26]1[C:31]([Cl:32])=[CH:30][N:29]=[CH:28][C:27]=1[Cl:33])[CH3:9])[C:2]1[CH:7]=[CH:6][CH:5]=[CH:4][CH:3]=1>C1COCC1.[Pd]>[CH2:1]([N:8]([CH2:10][CH:11]=[CH:12][C:13]1[C:22]([O:23][CH3:24])=[CH:21][CH:20]=[C:19]2[C:14]=1[CH:15]=[N:16][N:17]=[C:18]2[CH2:25][C:26]1[C:31]([Cl:32])=[CH:30][N:29]=[CH:28][C:27]=1[Cl:33])[CH3:9])[C:2]1[CH:3]=[CH:4][CH:5]=[CH:6][CH:7]=1. Procedure: A solution of benzyl-{3-[1-(3,5-dichloro-pyridin-4-ylmethyl)-6-methoxy-phthalazin-5-yl]-prop-2-ynyl}-methyl-amine (0.17 g, 0.36 mmoles), prepared as described in example 74, in THF (5 ml) and 10% Pd/C (0.07 g) was charged in a Parr apparatus at 2.7 atmospheres for 1.5 hours. The mixture was filtered over celite and dried to give an oil which was flash chromatographed (eluent: CH2Cl2/CH3OH/NH3 98:2:0.2, then 98:2:0.5). The resultant oil was crystallised from isopropyl ether to give 0.105 g of the... The reactants are S=C=Nc1ccc(Cl)cc1, COc1ccc(C(=O)Nc2ccccc2)cc1N. Product: COc1ccc(C(=O)Nc2ccccc2)cc1NC(=S)Nc1ccc(Cl)cc1. As a reaction SMILES: [Cl:19][c:20]1[cH:21][cH:22][c:23]([N:26]=[C:27]=[S:28])[cH:24][cH:25]1.[NH2:1][c:2]1[cH:3][c:4]([C:5](=[O:6])[NH:7][c:8]2[cH:9][cH:10][cH:11][cH:12][cH:13]2)[cH:14][cH:15][c:16]1[O:17][CH3:18]>>[NH:1]([c:2]1[cH:3][c:4]([C:5](=[O:6])[NH:7][c:8]2[cH:9][cH:10][cH:11][cH:12][cH:13]2)[cH:14][cH:15][c:16]1[O:17][CH3:18])[C:27]([NH:26][c:23]1[cH:22][cH:21][c:20]([Cl:19])[cH:25][cH:24]1)=[S:28]. The reactants are CCO, CC(=O)c1ccccc1, Cl, O=Cc1ccc(C=CC(=O)O)cc1F, [K+], [OH-], O. Yields the product O=C(O)C=Cc1ccc(C=CC(=O)c2ccccc2)c(F)c1. RXN SMILES: [CH2:26]([OH:27])[CH3:28].[CH3:15][C:16](=[O:17])[c:18]1[cH:19][cH:20][cH:21][cH:22][cH:23]1.[ClH:24].[F:1][c:2]1[cH:3][c:4]([CH:10]=[CH:11][C:12](=[O:13])[OH:14])[cH:5][cH:6][c:7]1[CH:8]=[O:9].[K+:30].[OH-:29].[OH2:25]>>[F:1][c:2]1[cH:3][c:4]([CH:10]=[CH:11][C:12](=[O:13])[OH:14])[cH:5][cH:6][c:7]1[CH:8]=[CH:15][C:16](=[O:17])[c:18]1[cH:19][cH:20][cH:21][cH:22][cH:23]1. Reactants: C(C)(C)(C)C1=CC=C(NC2=NN=C(C3=CC=CC=C23)CC=2C=NC(=C(C2)C=2OC=CC2)OC)C=C1 (1-(4-tert-Butyl-anilino)-4-[5-(furan-2-yl)-6-methoxy-(pyridin-3-yl)-methyl]phthalazine), C(C)(C)(C)C1=CC=C(NC2=NN=C(C3=CC=CC=C23)CC=2C=NC(=C(C2)Br)OC)C=C1 (1-(4-tert-butyl-anilino)-4-[5-bromo-6-methoxy-(pyridin-3-yl)-methyl]phthalazine), C(CCC)[Sn](C=1SC=CN1)(CCCC)CCCC (2-tributylstannyl-thiazol). Yields the product C(C)(C)(C)C1=CC=C(NC2=NN=C(C3=CC=CC=C23)CC=2C=NC(=C(C2)C=2SC=CN2)OC)C=C1 (1-(4-tert-Butyl-anilino)-4-[5-(thiazol-2-yl)-6-methoxy-(pyridin-3-yl)-methyl]phthalazine). Reaction SMILES: [C:1]([C:5]1[CH:35]=[CH:34][C:8]([NH:9][C:10]2[C:19]3[C:14](=[CH:15][CH:16]=[CH:17][CH:18]=3)[C:13]([CH2:20][C:21]3[CH:22]=[N:23][C:24]([O:32][CH3:33])=[C:25]([C:27]4OC=CC=4)[CH:26]=3)=[N:12][N:11]=2)=[CH:7][CH:6]=1)([CH3:4])([CH3:3])[CH3:2].C(C1C=CC(NC2C3C(=CC=CC=3)C(CC3C=NC(OC)=C(Br)C=3)=NN=2)=CC=1)(C)(C)C.C([Sn](CCCC)(CCCC)C1[S:73][CH:74]=[CH:75][N:76]=1)CCC>>[C:1]([C:5]1[CH:6]=[CH:7][C:8]([NH:9][C:10]2[C:19]3[C:14](=[CH:15][CH:16]=[CH:17][CH:18]=3)[C:13]([CH2:20][C:21]3[CH:22]=[N:23][C:24]([O:32][CH3:33])=[C:25]([C:27]4[S:73][CH:74]=[CH:75][N:76]=4)[CH:26]=3)=[N:12][N:11]=2)=[CH:34][CH:35]=1)([CH3:2])([CH3:3])[CH3:4]. Reported procedure: Can be obtained analogously to Ex. 18a from 1-(4-tert-butyl-anilino)-4-[5-bromo-6-methoxy-(pyridin-3-yl)-methyl]phthalazine and 2-tributylstannyl-thiazol (supplier: Frontier Scientific; Logan/USA). MS: (M+H)+=482; HPLC(Grad20-100) tRet=14.6. Reactants: [BH4-], O=C1c2nccnc2C(=O)N1c1ccc(Cl)cn1, [Na+], [Na+], [OH-], O. Yields the product O=C1c2nccnc2C(O)N1c1ccc(Cl)cn1. RXN SMILES: [BH4-:19].[Cl:1][c:2]1[cH:3][cH:4][c:5]([N:8]2[C:9](=[O:18])[c:10]3[n:11][cH:12][cH:13][n:14][c:15]3[C:16]2=[O:17])[n:6][cH:7]1.[Na+:20].[Na+:22].[OH-:21].[OH2:23]>>[Cl:1][c:2]1[cH:3][cH:4][c:5]([N:8]2[CH:9]([OH:18])[c:10]3[n:11][cH:12][cH:13][n:14][c:15]3[C:16]2=[O:17])[n:6][cH:7]1. Reactants: C(C)OC(CCCBr)=O (4-bromo-n-butyric acid ethyl ester), ON1C(C=2C(C1=O)=CC=CC2)=O (N-hydroxyphthalimide), CCN(C(C)C)C(C)C (Hunig base), [Cl-].[NH4+] (ammonium chloride). Run in CN(C=O)C (dimethylformamide). Reaction conditions: temperature 80 celsius. The product is C(C)OC(CCCON1C(C2=CC=CC=C2C1=O)=O)=O (4-(1,3-dioxo-1,3-dihydro-isoindol-2-yloxy)-butyric acid ethyl ester). The yield is 86.5%. As a reaction SMILES: [CH2:1]([O:3][C:4](=[O:9])[CH2:5][CH2:6][CH2:7]Br)[CH3:2].[OH:10][N:11]1[C:15](=[O:16])[C:14]2=[CH:17][CH:18]=[CH:19][CH:20]=[C:13]2[C:12]1=[O:21].CCN(C(C)C)C(C)C.[Cl-].[NH4+]>CN(C)C=O>[CH2:1]([O:3][C:4](=[O:9])[CH2:5][CH2:6][CH2:7][O:10][N:11]1[C:15](=[O:16])[C:14]2[C:13](=[CH:20][CH:19]=[CH:18][CH:17]=2)[C:12]1=[O:21])[CH3:2] |f:3.4|. Procedure: To a solution of 4-bromo-n-butyric acid ethyl ester (1.2 g, 6.13 mmol) in dimethylformamide (9 ml) were added N-hydroxyphthalimide (1.5 g, 9.19 mmol) and Hunig base (N,N-diisopropylethylamine, 2.13 mL) at room temperature, and the mixture was stirred at 80° C. over night. The reaction mixture was poured into saturated aqueous ammonium chloride, and the resultant mixture was extracted with ethyl acetate (3×40 ml). The combined organic layers were washed with saturated brine (2×30 ml), dried over ...